This data is from the Open Reaction Database (ORD), a public repository of structured organic reaction records. The task is: describe an organic reaction: reactants, conditions, products, and yield Reactants: CC1(OB(OC1(C)C)C=1C=C(C=CC1)C1(CC1)C(=O)OC)C (Methyl 1-(3-(4,4,5,5-tetramethyl-1,3,2-dioxaborolan-2-yl)phenyl)cyclopropanecarboxylate), C([O-])([O-])=O.[Na+].[Na+] (sodium carbonate), ClC1=C(C=CC(=N1)NC(=O)C1(CC1)C1=CC2=C(OC(O2)(F)F)C=C1)C (N-(6-Chloro-5-methylpyridin-2-yl)-1-(2,2-difluorobenzo[d][1,3]dioxol-5-yl)cyclopropanecarboxamide). The reagents and catalysts are C=1C=CC(=CC1)[P](C=2C=CC=CC2)(C=3C=CC=CC3)[Pd]([P](C=4C=CC=CC4)(C=5C=CC=CC5)C=6C=CC=CC6)([P](C=7C=CC=CC7)(C=8C=CC=CC8)C=9C=CC=CC9)[P](C=1C=CC=CC1)(C=1C=CC=CC1)C=1C=CC=CC1 ((Ph3P)4Pd). The solvent is COCCOC (1,2-dimethoxyethane). Conditions: temperature 120 celsius. The product is FC1(OC2=C(O1)C=CC(=C2)C2(CC2)C(=O)NC2=CC=C(C(=N2)C=2C=C(C=CC2)C2(CC2)C(=O)OC)C)F (methyl 1-(3-(6-(1-(2,2-difluorobenzo[d][1,3]dioxol-5-yl)cyclopropanecarboxamido)-3-methylpyridin-2-yl)phenyl)cyclopropanecarboxylate). Reaction SMILES: Cl[C:2]1[N:7]=[C:6]([NH:8][C:9]([C:11]2([C:14]3[CH:24]=[CH:23][C:17]4[O:18][C:19]([F:22])([F:21])[O:20][C:16]=4[CH:15]=3)[CH2:13][CH2:12]2)=[O:10])[CH:5]=[CH:4][C:3]=1[CH3:25].CC1(C)C(C)(C)OB([C:34]2[CH:35]=[C:36]([C:40]3([C:43]([O:45][CH3:46])=[O:44])[CH2:42][CH2:41]3)[CH:37]=[CH:38][CH:39]=2)O1.C(=O)([O-])[O-].[Na+].[Na+]>COCCOC.C1C=CC([P]([Pd]([P](C2C=CC=CC=2)(C2C=CC=CC=2)C2C=CC=CC=2)([P](C2C=CC=CC=2)(C2C=CC=CC=2)C2C=CC=CC=2)[P](C2C=CC=CC=2)(C2C=CC=CC=2)C2C=CC=CC=2)(C2C=CC=CC=2)C2C=CC=CC=2)=CC=1>[F:21][C:19]1([F:22])[O:18][C:17]2[CH:23]=[CH:24][C:14]([C:11]3([C:9]([NH:8][C:6]4[N:7]=[C:2]([C:38]5[CH:37]=[C:36]([C:40]6([C:43]([O:45][CH3:46])=[O:44])[CH2:42][CH2:41]6)[CH:35]=[CH:34][CH:39]=5)[C:3]([CH3:25])=[CH:4][CH:5]=4)=[O:10])[CH2:13][CH2:12]3)=[CH:15][C:16]=2[O:20]1 |f:2.3.4,^1:63,65,84,103|. Procedure details: N-(6-Chloro-5-methylpyridin-2-yl)-1-(2,2-difluorobenzo[d][1,3]dioxol-5-yl)cyclopropanecarboxamide (93 mg, 0.26 mmol) was dissolved in 1,2-dimethoxyethane (2.5 mL) in a reaction tube. Methyl 1-(3-(4,4,5,5-tetramethyl-1,3,2-dioxaborolan-2-yl)phenyl)cyclopropanecarboxylate (100 mg, 0.33 mmol), aqueous 2 M sodium carbonate (0.25 mL), and (Ph3P)4Pd (15 mg, 0.013 mmol) were added and the reaction mixture was heated at 120° C. for 20 minutes in the microwave. The resulting material was cooled to room t... The reactants are CN1C(N(C2=C1C=C(C=C2)OCCC)CC2=CC=C(C(=O)O)C=C2)=NC2=CC=C(C=C2)C2=CSC=C2 (4-[(3-Methyl-5-propoxy-2-{[4-(3-thienyl)phenyl]imino}-2,3-dihydro-1H-benzimidazol-1-yl)methyl]benzoic acid), O.N1N=NN=C1N (1H-tetraazol-5-amine monohydrate), C=1C=CC2=C(C1)N=NN2O (HOBt), C(CCl)Cl (EDC), CCN(C(C)C)C(C)C (DIEA). Run in CN(C)C=O (DMF). Conditions: temperature 40 celsius, time 8 hour. Product: CN1C(N(C2=C1C=C(C=C2)OCCC)CC2=CC=C(C(=O)NC1=NN=NN1)C=C2)=NC2=CC=C(C=C2)C2=CSC=C2 (4-[(3-Methyl-5-propoxy-2-{[4-(3-thienyl)phenyl]imino}-2,3-dihydro-1H-benzimidazol-1-yl)methyl]-N-1H-tetrazol-5-ylbenzamide). RXN SMILES: [CH3:1][N:2]1[C:6]2[CH:7]=[C:8]([O:11][CH2:12][CH2:13][CH3:14])[CH:9]=[CH:10][C:5]=2[N:4]([CH2:15][C:16]2[CH:24]=[CH:23][C:19]([C:20](O)=[O:21])=[CH:18][CH:17]=2)[C:3]1=[N:25][C:26]1[CH:31]=[CH:30][C:29]([C:32]2[CH:36]=[CH:35][S:34][CH:33]=2)=[CH:28][CH:27]=1.O.[NH:38]1[C:42]([NH2:43])=[N:41][N:40]=[N:39]1.C1C=CC2N(O)N=NC=2C=1.C(Cl)CCl.CCN(C(C)C)C(C)C>CN(C=O)C>[CH3:1][N:2]1[C:6]2[CH:7]=[C:8]([O:11][CH2:12][CH2:13][CH3:14])[CH:9]=[CH:10][C:5]=2[N:4]([CH2:15][C:16]2[CH:17]=[CH:18][C:19]([C:20]([NH:43][C:42]3[NH:41][N:40]=[N:39][N:38]=3)=[O:21])=[CH:23][CH:24]=2)[C:3]1=[N:25][C:26]1[CH:27]=[CH:28][C:29]([C:32]2[CH:36]=[CH:35][S:34][CH:33]=2)=[CH:30][CH:31]=1 |f:1.2|. Reported procedure: To the title compound of Example 18, Step G (0.18 mmol, 88 mg) was added a solution of 1H-tetraazol-5-amine monohydrate (0.72 mmol, 74 mg), HOBt (0.72 mmol, 110 mg), EDC (0.72 mmol, 138 mg) and DIEA (1.08 mmol, 300 μL) in DMF (4 mL). The reaction mixture was stirred at 40° C. overnight, then concentrated under reduced pressure. The residue was taken up in 4:1 dioxane/H2O, acidified with TFA, and purified by reverse-phase chromatography (20-80% MeCN in H2O, both containing 0.1% TFA). Lyophilizati...